Task: describe an organic reaction: reactants, conditions, products, and yield. Dataset: the Open Reaction Database (ORD), a public repository of structured organic reaction records Starting materials: Cc1ccccc1, CC(=O)CC(O)C(C)CSc1ccc(F)cc1, Cc1ccc(S(=O)(=O)O)cc1. Product: CC(=O)C=CC(C)CSc1ccc(F)cc1. RXN SMILES: [CH3:29][c:30]1[cH:31][cH:32][cH:33][cH:34][cH:35]1.[F:1][c:2]1[cH:3][cH:4][c:5]([S:8][CH2:9][CH:10]([CH:11]([CH2:12][C:13]([CH3:14])=[O:15])[OH:16])[CH3:17])[cH:6][cH:7]1.[c:18]1([CH3:19])[cH:20][cH:21][c:22]([S:23]([OH:24])(=[O:25])=[O:26])[cH:27][cH:28]1>>[F:1][c:2]1[cH:3][cH:4][c:5]([S:8][CH2:9][CH:10]([CH:11]=[CH:12][C:13]([CH3:14])=[O:15])[CH3:17])[cH:6][cH:7]1. Starting materials: CCC(CO[Si](c1ccccc1)(c1ccccc1)C(C)(C)C)N1C(=O)CCC(c2cccc(Cl)c2)C1c1ccc(Cl)cc1, CI. Product: CCC(CO[Si](c1ccccc1)(c1ccccc1)C(C)(C)C)N1C(=O)C(C)CC(c2cccc(Cl)c2)C1c1ccc(Cl)cc1. RXN SMILES: [C:1]([CH3:2])([CH3:3])([CH3:4])[Si:5]([O:6][CH2:7][CH:8]([CH2:9][CH3:10])[N:11]1[C:12](=[O:31])[CH2:13][CH2:14][CH:15]([c:24]2[cH:25][c:26]([Cl:30])[cH:27][cH:28][cH:29]2)[CH:16]1[c:17]1[cH:18][cH:19][c:20]([Cl:23])[cH:21][cH:22]1)([c:32]1[cH:33][cH:34][cH:35][cH:36][cH:37]1)[c:38]1[cH:39][cH:40][cH:41][cH:42][cH:43]1.[CH3:44][I:45]>>[C:1]([CH3:2])([CH3:3])([CH3:4])[Si:5]([O:6][CH2:7][CH:8]([CH2:9][CH3:10])[N:11]1[C:12](=[O:31])[CH:13]([CH3:44])[CH2:14][CH:15]([c:24]2[cH:25][c:26]([Cl:30])[cH:27][cH:28][cH:29]2)[CH:16]1[c:17]1[cH:18][cH:19][c:20]([Cl:23])[cH:21][cH:22]1)([c:32]1[cH:33][cH:34][cH:35][cH:36][cH:37]1)[c:38]1[cH:39][cH:40][cH:41][cH:42][cH:43]1. Starting materials: ClC1=CC=C(C=C1)S(=O)(=O)N1C(CC(C=C1)=O)C(=O)OCC (ethyl 1-(4-chlorophenylsulfonyl)-4-oxo-1,2,3,4-tetrahydropyridine-2-carboxylate), CN(C)C(OC)OC (DMF-DMA). Run at temperature 100 celsius. The product is ClC1=CC=C(C=C1)S(=O)(=O)N1C(C(C(C=C1)=O)=CN(C)C)C(=O)OCC (ethyl 1-(4-chlorophenylsulfonyl)-3-((dimethylamino)methylene)-4-oxo-1,2,3,4-tetrahydropyridine-2-carboxylate). RXN SMILES: [Cl:1][C:2]1[CH:7]=[CH:6][C:5]([S:8]([N:11]2[CH:16]=[CH:15][C:14](=[O:17])[CH2:13][CH:12]2[C:18]([O:20][CH2:21][CH3:22])=[O:19])(=[O:10])=[O:9])=[CH:4][CH:3]=1.[CH3:23][N:24]([CH:26](OC)OC)[CH3:25]>>[Cl:1][C:2]1[CH:7]=[CH:6][C:5]([S:8]([N:11]2[CH:16]=[CH:15][C:14](=[O:17])[C:13](=[CH:23][N:24]([CH3:26])[CH3:25])[CH:12]2[C:18]([O:20][CH2:21][CH3:22])=[O:19])(=[O:9])=[O:10])=[CH:4][CH:3]=1. Reported procedure: Compound 103 (5.0 g, 15 mmol) was dissolved in DMF-DMA (20 mL) and heated at 100° C. for 30 minutes. The reaction mixture was concentrated in vacuo to yield compound 104 as a yellow oil that was used without further purification. The reactants are O (water), [OH-].[K+] (potassium hydroxide), CO (methanol), C(C)(=O)OCCCC(C)(Cl)N=NC(C)(C)C (4-t-butylazo-4-chloropentyl acetate). The solvent is C(Cl)Cl (methylene chloride). Run at temperature 30 celsius. The product is C(C)(C)(C)N=NC(CCCO)(C)OC (4-t-Butylazo-4-methoxypentanol). RXN SMILES: [OH-:1].[K+].[CH3:3]O.C([O:8][CH2:9][CH2:10][CH2:11][C:12]([N:15]=[N:16][C:17]([CH3:20])([CH3:19])[CH3:18])(Cl)[CH3:13])(=O)C.O>C(Cl)Cl>[C:17]([N:16]=[N:15][C:12]([O:1][CH3:3])([CH3:13])[CH2:11][CH2:10][CH2:9][OH:8])([CH3:18])([CH3:19])[CH3:20] |f:0.1|. Reported procedure: To a 250 ml 3-neck round bottom flask equipped with a magnetic stirrer, thermometer, condenser and addition funnel was added 13.2 grams (0.2 mole) of 85% potassium hydroxide pellets and 130 mls of methanol. The mixture was stirred at approximately 30° C. until the pellets dissolved. The resulting solution was cooled at 10° C. and with rapid stirring 24.9 grams (0.1 mole) of 4-t-butylazo-4-chloropentyl acetate were added over 20 minutes while holding the temperature at 10°-15° C. After the additi... Reactants: FC(C(=O)O)(F)F (trifluoroacetic acid), C1(=CC=CC=C1)C1(C=CC=2C(=NN(C2C1)S(=O)(=O)C1=CC=C(C=C1)C)NC(OC(C)(C)C)=O)C1=CC=CC=C1 (tert-butyl [6,6-diphenyl-1-(4-toluenesulphonyl)-6,7-dihydro-1H-indazol-3-yl]carbamate). Run in ClCCl (dichloromethane). Conditions: temperature 0 celsius, time 1 hour. Product: C1(=CC=CC=C1)C1(C=CC=2C(=NN(C2C1)S(=O)(=O)C1=CC=C(C=C1)C)N)C1=CC=CC=C1 (6,6-diphenyl-1-(4-toluenesulphonyl)-6,7-dihydro-1H-indazol-3-ylamine). Isolated yield 49.1%. RXN SMILES: FC(F)(F)C(O)=O.[C:8]1([C:14]2([C:41]3[CH:46]=[CH:45][CH:44]=[CH:43][CH:42]=3)[CH2:22][C:21]3[N:20]([S:23]([C:26]4[CH:31]=[CH:30][C:29]([CH3:32])=[CH:28][CH:27]=4)(=[O:25])=[O:24])[N:19]=[C:18]([NH:33]C(=O)OC(C)(C)C)[C:17]=3[CH:16]=[CH:15]2)[CH:13]=[CH:12][CH:11]=[CH:10][CH:9]=1>ClCCl>[C:41]1([C:14]2([C:8]3[CH:13]=[CH:12][CH:11]=[CH:10][CH:9]=3)[CH2:22][C:21]3[N:20]([S:23]([C:26]4[CH:27]=[CH:28][C:29]([CH3:32])=[CH:30][CH:31]=4)(=[O:25])=[O:24])[N:19]=[C:18]([NH2:33])[C:17]=3[CH:16]=[CH:15]2)[CH:46]=[CH:45][CH:44]=[CH:43][CH:42]=1. Procedure: 0.5 cm3 of trifluoroacetic acid is added to a solution of 0.2 g of tert-butyl [6,6-diphenyl-1-(4-toluenesulphonyl)-6,7-dihydro-1H-indazol-3-yl]carbamate in 2 cm3 of dichloromethane, cooled to a temperature in the region of 0° C. After one hour at a temperature in the region of 0° C., the reaction mixture is stirred for one hour at a temperature in the region of 20° C. and then concentrated to dryness under reduced pressure (13 kPa). The residue is taken up in 25 cm3 of dichloromethane and 10 cm3...